describe an organic reaction: reactants, conditions, products, and yield From a dataset of the Open Reaction Database (ORD), a public repository of structured organic reaction records. The reactants are ClC1=C(C#N)C(=CC(=N1)NC1=NNC(=C1)C)C (2-chloro-6-(5-methyl-1H-pyrazol-3-ylamino)-4-methylnicotinonitrile), N1=CC(=CC=C1)OCCN (2-(pyridin-3-yloxy)ethylamine), C(O)([O-])=O.[Na+] (sodium hydrogencarbonate), CS(=O)C (DMSO). Run in O (water). Reaction conditions: temperature 130 celsius, time 20 hour. Product: Cl.Cl.N1=CC(=CC=C1)OCCNC1=C(C#N)C(=CC(=N1)NC1=NNC(=C1)C)C (2-(2-(pyridin-3-yloxy)ethylamino)-6-(5-methyl-1H-pyrazol-3-ylamino)-4-methylnicotinonitrile dihydrochloride). Yield: 138.5%. As a reaction SMILES: [Cl:1][C:2]1[N:9]=[C:8]([NH:10][C:11]2[CH:15]=[C:14]([CH3:16])[NH:13][N:12]=2)[CH:7]=[C:6]([CH3:17])[C:3]=1[C:4]#[N:5].[N:18]1[CH:23]=[CH:22][CH:21]=[C:20]([O:24][CH2:25][CH2:26][NH2:27])[CH:19]=1.C(=O)([O-])O.[Na+].CS(C)=O>O>[ClH:1].[ClH:1].[N:18]1[CH:23]=[CH:22][CH:21]=[C:20]([O:24][CH2:25][CH2:26][NH:27][C:2]2[N:9]=[C:8]([NH:10][C:11]3[CH:15]=[C:14]([CH3:16])[NH:13][N:12]=3)[CH:7]=[C:6]([CH3:17])[C:3]=2[C:4]#[N:5])[CH:19]=1 |f:2.3,6.7.8|. Procedure details: Compound A (13 g, 53 mmol), 2-(pyridin-3-yloxy)ethylamine (11 g, 80 mmol) and sodium hydrogencarbonate (45 g) were added to DMSO (130 ml), and the mixture was stirred at 130° C. for 20 hr. After stirring, the reaction mixture was added to cold water, and insoluble substance was filtrated (20 g). This was converted to hydrochloride to give the object compound of 2-(2-(pyridin-3-yloxy)ethylamino)-6-(5-methyl-1H-pyrazol-3-ylamino)-4-methylnicotinonitrile dihydrochloride (15.5 g). The reactants are Fc1cc(Br)ccc1CN1CCCCC1, CCNC(=O)OCC, [H-], [Na+], C1COCCO1, O. The product is CCOc1cc(Br)ccc1CN1CCCCC1. RXN SMILES: [Br:3][c:4]1[cH:5][c:6]([F:17])[c:7]([CH2:8][N:9]2[CH2:10][CH2:11][CH2:12][CH2:13][CH2:14]2)[cH:15][cH:16]1.[CH2:18]([NH:19][C:20](=[O:21])[O:23][CH2:24][CH3:25])[CH3:22].[H-:1].[Na+:2].[O:26]1[CH2:27][CH2:28][O:29][CH2:30][CH2:31]1.[OH2:32]>>[Br:3][c:4]1[cH:5][c:6]([O:23][CH2:24][CH3:25])[c:7]([CH2:8][N:9]2[CH2:10][CH2:11][CH2:12][CH2:13][CH2:14]2)[cH:15][cH:16]1. Reactants: CC1=NOC=C1C(=O)OCC (Ethyl 3-methyl-4-isoxazolecarboxylate), O (water). Solvent: C(C)O (ethanol), [OH-].[Na+] (sodium hydroxide). Product: CC1=NOC=C1C(=O)O (3-methyl-4-isoxazolecarboxylic acid). Yield: 93.9%. As a reaction SMILES: [CH3:1][C:2]1[C:6]([C:7]([O:9]CC)=[O:8])=[CH:5][O:4][N:3]=1.O>C(O)C.[OH-].[Na+]>[CH3:1][C:2]1[C:6]([C:7]([OH:9])=[O:8])=[CH:5][O:4][N:3]=1 |f:3.4|. Reported procedure: Ethyl 3-methyl-4-isoxazolecarboxylate (1.3 g) is stirred at room temperature overnight in 5 mL of ethanol and 10 mL of 2.5 N sodium hydroxide. Dilution with water, cooling in ice, and acidification to pH 2 with 6 N hydrochloric acid precipitates an off-white solid which is collected by vacuum filtration, washed with ethanol/water, and dried under vacuum to give 1.0 g of 3-methyl-4-isoxazolecarboxylic acid. Starting materials: BrCCCCBr, CC(C)(C)OC(=O)N1CCC(O)CC1, CCOCC, [H-], [Na+], CN(C)C=O. The product is CC(C)(C)OC(=O)N1CCC(OCCCCBr)CC1. RXN SMILES: [Br:15][CH2:16][CH2:17][CH2:18][CH2:19][Br:20].[C:1]([CH3:2])([CH3:3])([CH3:4])[O:5][C:6](=[O:7])[N:8]1[CH2:9][CH2:10][CH:11]([OH:14])[CH2:12][CH2:13]1.[CH3:28][CH2:29][O:30][CH2:31][CH3:32].[H-:22].[Na+:21].[O:23]=[CH:24][N:25]([CH3:26])[CH3:27]>>[C:1]([CH3:2])([CH3:3])([CH3:4])[O:5][C:6](=[O:7])[N:8]1[CH2:9][CH2:10][CH:11]([O:14][CH2:19][CH2:18][CH2:17][CH2:16][Br:15])[CH2:12][CH2:13]1. The product is O=C(Nc1n[nH]c2ncnc(Nc3cccc(Cl)c3)c12)c1cccc2c1OCO2. Starting materials: C1CCOC1, O=C(O)c1cccc2c1OCO2, CC(C)COC(=O)Cl, Nc1n[nH]c2ncnc(Nc3cccc(Cl)c3)c12, O. As a reaction SMILES: [CH2:40]1[O:41][CH2:42][CH2:43][CH2:44]1.[CH2:9]1[O:10][c:11]2[c:12]([C:13](=[O:14])[OH:15])[cH:16][cH:17][cH:18][c:19]2[O:20]1.[Cl:1][C:2]([O:3][CH2:4][CH:5]([CH3:6])[CH3:7])=[O:8].[NH2:21][c:22]1[n:23][nH:24][c:25]2[n:26][cH:27][n:28][c:29]([NH:31][c:32]3[cH:33][c:34]([Cl:38])[cH:35][cH:36][cH:37]3)[c:30]12.[OH2:39]>>[CH2:9]1[O:10][c:11]2[c:12]([C:13](=[O:15])[NH:21][c:22]3[n:23][nH:24][c:25]4[n:26][cH:27][n:28][c:29]([NH:31][c:32]5[cH:33][c:34]([Cl:38])[cH:35][cH:36][cH:37]5)[c:30]34)[cH:16][cH:17][cH:18][c:19]2[O:20]1. The reactants are CC([C@@H](C(N1[C@@H](CCC1)C1=NC2=C(N1)C1=CC=C(C=C1C=C2)B2OC(C(O2)(C)C)(C)C)=O)NC(OC)=O)C (methyl (S)-3-methyl-1-oxo-1-((S)-2-(7-(4,4,5,5-tetramethyl-1,3,2-dioxaborolan-2-yl)-1H-naphtho[1,2-d]imidazol-2-yl)pyrrolidin-1-yl)butan-2-ylcarbamate), BrC=1C=C2C=CC(=C(C2=CC1)NC(OC(C)(C)C)=O)NC([O-])=O (tert-butyl 6-bromonaphthalene-1,2-diyldicarbamate), C(=O)(O)[O-].[Na+] (NaHCO3). Reagents/catalysts: C=1C=CC(=CC1)[P](C=2C=CC=CC2)(C=3C=CC=CC3)[Pd]([P](C=4C=CC=CC4)(C=5C=CC=CC5)C=6C=CC=CC6)([P](C=7C=CC=CC7)(C=8C=CC=CC8)C=9C=CC=CC9)[P](C=1C=CC=CC1)(C=1C=CC=CC1)C=1C=CC=CC1 (Pd(PPh3)4). Solvent: COCCOC (DME). Run at temperature 120 celsius. Product: COC(N[C@H](C(=O)N1[C@@H](CCC1)C1=NC2=C(N1)C1=CC=C(C=C1C=C2)C2=CC1=CC=C(C(=C1C=C2)NC(=O)OC(C)(C)C)NC(=O)OC(C)(C)C)C(C)C)=O ((S)-1-((S)-2-(7-(5,6-bis(tert-butoxycarbonylamino)napthalen-2-yl)-1H-naphtho[1,2-d]imidazol-2-yl)pyrrolidin-1-yl)-3-methyl-1-oxobutan-2-ylcarbamic acid methyl ester). Yield: 151.7%. As a reaction SMILES: [CH3:1][CH:2]([CH3:38])[C@H:3]([NH:33][C:34](=[O:37])[O:35][CH3:36])[C:4](=[O:32])[N:5]1[CH2:9][CH2:8][CH2:7][C@H:6]1[C:10]1[NH:14][C:13]2[C:15]3[C:20]([CH:21]=[CH:22][C:12]=2[N:11]=1)=[CH:19][C:18](B1OC(C)(C)C(C)(C)O1)=[CH:17][CH:16]=3.Br[C:40]1[CH:41]=[C:42]2[C:47](=[CH:48][CH:49]=1)[C:46]([NH:50][C:51](=[O:57])[O:52][C:53]([CH3:56])([CH3:55])[CH3:54])=[C:45]([NH:58][C:59](=[O:61])[O-:60])[CH:44]=[CH:43]2.C([O-])(O)=O.[Na+]>C1C=CC([P]([Pd]([P](C2C=CC=CC=2)(C2C=CC=CC=2)C2C=CC=CC=2)([P](C2C=CC=CC=2)(C2C=CC=CC=2)C2C=CC=CC=2)[P](C2C=CC=CC=2)(C2C=CC=CC=2)C2C=CC=CC=2)(C2C=CC=CC=2)C2C=CC=CC=2)=CC=1.COCCOC>[CH3:36][O:35][C:34](=[O:37])[NH:33][C@@H:3]([CH:2]([CH3:1])[CH3:38])[C:4]([N:5]1[CH2:9][CH2:8][CH2:7][C@H:6]1[C:10]1[NH:11][C:12]2[C:22]3[C:17]([CH:16]=[CH:15][C:13]=2[N:14]=1)=[CH:18][C:19]([C:40]1[CH:49]=[CH:48][C:47]2[C:42](=[CH:43][CH:44]=[C:45]([NH:58][C:59]([O:60][C:2]([CH3:38])([CH3:3])[CH3:1])=[O:61])[C:46]=2[NH:50][C:51]([O:52][C:53]([CH3:56])([CH3:55])[CH3:54])=[O:57])[CH:41]=1)=[CH:20][CH:21]=3)=[O:32] |f:2.3,^1:70,72,91,110|. Procedure details: To methyl (S)-3-methyl-1-oxo-1-((S)-2-(7-(4,4,5,5-tetramethyl-1,3,2-dioxaborolan-2-yl)-1H-naphtho[1,2-d]imidazol-2-yl)pyrrolidin-1-yl)butan-2-ylcarbamate (190 mg, 0.36 mmol), tert-butyl 6-bromonaphthalene-1,2-diyldicarbamate (205 mg, 0.47 mmol), Pd(PPh3)4 (42 mg, 0.036 mmol). DME (1.5 mL) was added and followed by 1.08 mL 1M NaHCO3 aqueous solution. The reaction was purged with Ar and heated to 120° C. at microwave synthesizer for 0.5 hour. The reaction was cooled to room temperature and concent...